Dataset: the Open Reaction Database (ORD), a public repository of structured organic reaction records. Task: describe an organic reaction: reactants, conditions, products, and yield The reactants are CC(C)(C)c1cc(F)c2c(=O)n(-c3cccc(Br)c3C=O)ncc2c1, O=C([O-])[O-], Cn1cc(B2OC(C)(C)C(C)(C)O2)cc(Nc2ccc(C(=O)N3CCOCC3)cn2)c1=O, ClCCl, [Cs+], [Cs+], C1COCCO1, O. Product: Cn1cc(-c2cccc(-n3ncc4cc(C(C)(C)C)cc(F)c4c3=O)c2C=O)cc(Nc2ccc(C(=O)N3CCOCC3)cn2)c1=O. Reaction SMILES: [Br:33][c:34]1[c:35]([CH:36]=[O:37])[c:38](-[n:42]2[c:43](=[O:57])[c:44]3[c:45]([F:56])[cH:46][c:47]([C:52]([CH3:53])([CH3:54])[CH3:55])[cH:48][c:49]3[cH:50][n:51]2)[cH:39][cH:40][cH:41]1.[C:64](=[O:65])([O-:66])[O-:67].[CH3:1][n:2]1[c:3](=[O:32])[c:4]([NH:17][c:18]2[n:19][cH:20][c:21]([C:24](=[O:25])[N:26]3[CH2:27][CH2:28][O:29][CH2:30][CH2:31]3)[cH:22][cH:23]2)[cH:5][c:6]([B:8]2[O:9][C:10]([CH3:11])([CH3:12])[C:13]([CH3:14])([CH3:15])[O:16]2)[cH:7]1.[Cl:71][CH2:72][Cl:73].[Cs+:68].[Cs+:69].[O:58]1[CH2:59][CH2:60][O:61][CH2:62][CH2:63]1.[OH2:70]>>[CH3:1][n:2]1[c:3](=[O:32])[c:4]([NH:17][c:18]2[n:19][cH:20][c:21]([C:24](=[O:25])[N:26]3[CH2:27][CH2:28][O:29][CH2:30][CH2:31]3)[cH:22][cH:23]2)[cH:5][c:6](-[c:34]2[c:35]([CH:36]=[O:37])[c:38](-[n:42]3[c:43](=[O:57])[c:44]4[c:45]([F:56])[cH:46][c:47]([C:52]([CH3:53])([CH3:54])[CH3:55])[cH:48][c:49]4[cH:50][n:51]3)[cH:39][cH:40][cH:41]2)[cH:7]1. Starting materials: ClCc1cc(Cl)c(Cl)nc1Cl, O=Cc1ccc(Cl)nc1Cl. Product: O=Cc1cc(Cl)c(Cl)nc1Cl. Reaction SMILES: [Cl:11][c:12]1[c:13]([CH2:14][Cl:15])[cH:16][c:17]([Cl:18])[c:19]([Cl:20])[n:21]1.[Cl:1][c:2]1[n:3][c:4]([Cl:10])[cH:5][cH:6][c:7]1[CH:8]=[O:9]>>[Cl:1][c:2]1[n:3][c:4]([Cl:10])[c:5]([Cl:11])[cH:6][c:7]1[CH:8]=[O:9]. The reactants are 5.c, Cl (HCl), C(CCCCCCCCC)OCCCC1(OCCO1)C1=CC=C(C=C1)C (2-[3-(decyloxy)propyl]-2-(4-methylphenyl)-1,3-dioxolane). The solvent is C1CCOC1 (THF). The product is C(CCCCCCCCC)OCCCC(=O)C1=CC=C(C=C1)C (4-(decyloxy)-1-(4-methylphenyl)-1-butanone). RXN SMILES: Cl.[CH2:2]([O:12][CH2:13][CH2:14][CH2:15][C:16]1([C:21]2[CH:26]=[CH:25][C:24]([CH3:27])=[CH:23][CH:22]=2)OCC[O:17]1)[CH2:3][CH2:4][CH2:5][CH2:6][CH2:7][CH2:8][CH2:9][CH2:10][CH3:11]>C1COCC1>[CH2:2]([O:12][CH2:13][CH2:14][CH2:15][C:16]([C:21]1[CH:26]=[CH:25][C:24]([CH3:27])=[CH:23][CH:22]=1)=[O:17])[CH2:3][CH2:4][CH2:5][CH2:6][CH2:7][CH2:8][CH2:9][CH2:10][CH3:11]. Procedure details: This compound was synthesized as described under 5.c) with 4.4 ml of HCl (1N) and 4.33 g (11.9 mmol) of 2-[3-(decyloxy)propyl]-2-(4-methylphenyl)-1,3-dioxolane obtained under b) in 100 ml of THF to give 3.82 g (99%) of a slightly yellow oil that solidifies at 4°. Reactants: ClC(=O)C1=CC=C(C=CC#N)C=C1 (4-chloroformylcinnamonitrile), BrC1=CC=C(C=C)C=C1 (4-bromostyrene), C(C1=CC=CC=C1)N(C)C (N-benzyldimethylamine). The reagents and catalysts are C(C)(=O)[O-].[Pd+2].C(C)(=O)[O-] (palladium acetate). Solvent: CC=1C=CC(=CC1)C (p-xylene). Conditions: temperature 130 celsius, time 1.5 hour. Yields the product BrC1=CC=C(C=C1)C=CC1=CC=C(C=C1)C=CC#N (4-bromostilbene-4'-acrylonitrile). The yield is 11.0%. RXN SMILES: Cl[C:2]([C:4]1[CH:13]=[CH:12][C:7]([CH:8]=[CH:9][C:10]#[N:11])=[CH:6][CH:5]=1)=O.[Br:14][C:15]1[CH:22]=[CH:21][C:18]([CH:19]=C)=[CH:17][CH:16]=1.C(N(C)C)C1C=CC=CC=1>C([O-])(=O)C.[Pd+2].C([O-])(=O)C.CC1C=CC(C)=CC=1>[Br:14][C:15]1[CH:22]=[CH:21][C:18]([CH:19]=[CH:2][C:4]2[CH:13]=[CH:12][C:7]([CH:8]=[CH:9][C:10]#[N:11])=[CH:6][CH:5]=2)=[CH:17][CH:16]=1 |f:3.4.5|. Procedure details: 2.13 g (11.1 mmols) of 4-chloroformylcinnamonitrile, 2.24 g (11.1 mmols) of 4-bromostyrene, 1.51 g (11.1 mmols) of N-benzyldimethylamine and 0.0246 g (0.11 mmol) of palladium acetate are added under argon to 30 ml of p-xylene, and the reaction mixture is stirred at 130° C. for 1.5 hours. The crude product which has been precipitated is filtered off at room temperature and is recrystallised from methanol and then from carbon tetrachloride. 0.38 g (11% of theory) of 4-bromostilbene-4'-acrylonitril...